Dataset: the Open Reaction Database (ORD), a public repository of structured organic reaction records. Task: describe an organic reaction: reactants, conditions, products, and yield Reactants: C(C)[C@H]1[C@@H](NCC1)C(=S)O ((trans)-3-Ethylthio-D,L-proline), C(C)(=O)CCC(=S)Cl (3-acetylthiopropionyl chloride), C[C@H]1[C@@H](NCC1)C(=S)O ((trans)-3-Methylthio-D,L-proline), C(C)S (ethyl mercaptan). Yields the product C(C)[C@H]1[C@@H](NCC1)C(=O)O ((trans)-3-ethyl-D,L-proline). Reaction SMILES: [CH2:1]([C@@H:3]1[CH2:7][CH2:6][NH:5][C@H:4]1[C:8]([OH:10])=S)[CH3:2].C[C@@H]1CCN[C@H]1C([OH:19])=S.C(S)C.C(CCC(Cl)=S)(=O)C>>[CH2:1]([C@@H:3]1[CH2:7][CH2:6][NH:5][C@H:4]1[C:8]([OH:10])=[O:19])[CH3:2]. Reported procedure: Following the general procedure of Example 79 (a) to (d) but substituting an equivalent amount of ethyl mercaptan for the methanethiol one obtains (trans)-3-ethyl-D,L-proline. Starting materials: N1C(CC2=CC=CC=C12)=O (Oxindole), ClC1=CC=C(C=O)C=C1 (4-chlorobenzaldehyde), N1CCCC1 (pyrrolidine). Yields the product ClC1=CC=C(\C=C\2/C(NC3=CC=CC=C23)=O)C=C1 ((Z)-3-(4-chloro-benzylidene)-1,3-dihydro-indol-2-one). Run in alcohol. Procedure details: Oxindole (0.13 g, 1 mmol), 4-chlorobenzaldehyde (0.17 g, 1.2 mmol) were mixed in alcohol; then pyrrolidine (0.17 ml, 2 mmol) was added. The mixture was refluxed for 3 hours. The formed precipitates was collected by filtration and washed with alcohol twice to give the title compound as yellow powder (0.24 g, 92%). LC/MS m/e calcd. for C15H10ClNO 255, observed (M+H)+: 256.1. Reaction SMILES: [NH:1]1[C:9]2[C:4](=[CH:5][CH:6]=[CH:7][CH:8]=2)[CH2:3][C:2]1=[O:10].[Cl:11][C:12]1[CH:19]=[CH:18][C:15]([CH:16]=O)=[CH:14][CH:13]=1.N1CCCC1>>[Cl:11][C:12]1[CH:19]=[CH:18][C:15](/[CH:16]=[C:3]2\[C:2](=[O:10])[NH:1][C:9]3[C:4]\2=[CH:5][CH:6]=[CH:7][CH:8]=3)=[CH:14][CH:13]=1. Yield: 93.9%.